From a dataset of the Open Reaction Database (ORD), a public repository of structured organic reaction records. describe an organic reaction: reactants, conditions, products, and yield Starting materials: CNC(=O)Nc1ccc2c(c1)C(CC(=O)OC)c1c-2[nH]c(=O)c2nccn12, Cl, C1COCCO1. The product is CNC(=O)Nc1ccc2c(c1)C(CC(=O)O)c1c-2[nH]c(=O)c2nccn12, Cl. Reaction SMILES: [CH3:1][NH:2][C:3]([NH:4][c:5]1[cH:6][c:7]2[c:19]([cH:20][cH:21]1)-[c:10]1[c:9]([n:14]3[c:13]([c:12](=[O:18])[nH:11]1)[n:17][cH:16][cH:15]3)[CH:8]2[CH2:22][C:23](=[O:24])[O:25][CH3:26])=[O:27].[ClH:28].[O:29]1[CH2:30][CH2:31][O:32][CH2:33][CH2:34]1>>[CH3:1][NH:2][C:3]([NH:4][c:5]1[cH:6][c:7]2[c:19]([cH:20][cH:21]1)-[c:10]1[c:9]([n:14]3[c:13]([c:12](=[O:18])[nH:11]1)[n:17][cH:16][cH:15]3)[CH:8]2[CH2:22][C:23](=[O:24])[OH:25])=[O:27].[ClH:28]. Reactants: C1(=CC=CC=C1)N(C(=O)OCC1(C(C2=C(CCC1)C(=CC=C2)OCC(=O)OCC)O)O)C2=CC=CC=C2 (ethyl {[(5SR,6SR)-6-(N,N -diphenylcarbamoyloxy)methyl-5,6-dihydroxy-6,7,8,9-tetrahydro -5H-benzocyclohepten-1-yl]oxy}acetate), [OH-].[Na+] (sodium hydroxide). Solvent: CO (MeOH), O1CCOCC1 (1,4-dioxane). Run at time 1.5 hour. Product: C1(=CC=CC=C1)N(C(=O)OCC1(C(C2=C(CCC1)C(=CC=C2)OCC(=O)[O-])O)O)C2=CC=CC=C2.[Na+] (sodium {[(5SR,6SR)-6-(N,N -diphenylcarbamoyloxy)methyl-5,6-dihydroxy-6,7,8,9-tetrahydro -5H-benzocyclohepten-1-yl]oxy}acetate). RXN SMILES: [C:1]1([N:7]([C:32]2[CH:37]=[CH:36][CH:35]=[CH:34][CH:33]=2)[C:8]([O:10][CH2:11][C:12]2([OH:31])[CH2:18][CH2:17][CH2:16][C:15]3[C:19]([O:23][CH2:24][C:25]([O:27]CC)=[O:26])=[CH:20][CH:21]=[CH:22][C:14]=3[CH:13]2[OH:30])=[O:9])[CH:6]=[CH:5][CH:4]=[CH:3][CH:2]=1.[OH-].[Na+:39]>CO.O1CCOCC1>[C:32]1([N:7]([C:1]2[CH:2]=[CH:3][CH:4]=[CH:5][CH:6]=2)[C:8]([O:10][CH2:11][C:12]2([OH:31])[CH2:18][CH2:17][CH2:16][C:15]3[C:19]([O:23][CH2:24][C:25]([O-:27])=[O:26])=[CH:20][CH:21]=[CH:22][C:14]=3[CH:13]2[OH:30])=[O:9])[CH:37]=[CH:36][CH:35]=[CH:34][CH:33]=1.[Na+:39] |f:1.2,5.6|. Procedure: To a solution of ethyl {[(5SR,6SR)-6-(N,N -diphenylcarbamoyloxy)methyl-5,6-dihydroxy-6,7,8,9-tetrahydro -5H-benzocyclohepten-1-yl]oxy}acetate (70 mg) in a mixture of MeOH and 1,4-dioxane (1:1, 4 ml) was added 1N sodium hydroxide solution (0.138 ml) at 5° C. The mixture was stirred at room temperature for 1.5 hours. The reaction mixture was evaporated followed by addition of Et2O. The resulting solid was collected by filtration to give sodium {[(5SR,6SR)-6-(N,N -diphenylcarbamoyloxy)methyl-5,6-di... Reactants: [BH3-]C#N, C=O, CC#N, O=C(O)C1CNCCN1S(=O)(=O)c1cc(Cl)cc(Cl)c1, [Na+]. The product is CN1CCN(S(=O)(=O)c2cc(Cl)cc(Cl)c2)C(C(=O)O)C1. RXN SMILES: [C:23]([BH3-:24])#[N:25].[CH2:21]=[O:22].[CH3:27][C:28]#[N:29].[Cl:1][c:2]1[cH:3][c:4]([S:9](=[O:10])(=[O:11])[N:12]2[CH:13]([C:18](=[O:19])[OH:20])[CH2:14][NH:15][CH2:16][CH2:17]2)[cH:5][c:6]([Cl:8])[cH:7]1.[Na+:26]>>[Cl:1][c:2]1[cH:3][c:4]([S:9](=[O:10])(=[O:11])[N:12]2[CH:13]([C:18](=[O:19])[OH:20])[CH2:14][N:15]([CH3:23])[CH2:16][CH2:17]2)[cH:5][c:6]([Cl:8])[cH:7]1. Product: ClC1=CC=C(C(C)(O)C2=NC(=NN2C)C2=C(C=CC=C2F)Cl)C=C1 (5-(4-chloro-α-hydroxy-α-methylbenzyl)-3-(2-chloro-6-fluorophenyl)-1-methyl 1H-1,2,4-triazole). Run at time 1 hour. Run in C(C)OCC (diethl ether). Reactants: O (water), ClC1=CC=C(C(=O)C2=NC(=NN2C)C2=C(C=CC=C2F)Cl)C=C1 (5-(4-chlorobenzoyl)-3-(2-chloro-6-fluorophenyl)-1-methyl-1H 1,2,4-triazole), C[Mg]Br (methylmagnesium bromide), aqueous solution, S(O)(O)(=O)=O (sulfuric acid). Reported procedure: Under an atmosphere of nitrogen, to a solution of 1.5 of 5-(4-chlorobenzoyl)-3-(2-chloro-6-fluorophenyl)-1-methyl-1H 1,2,4-triazole in diethl ether at -70° C. was added dropwise 12 ml of methylmagnesium bromide. After 1 hour, the reaction mixture was warmed to room temperature stirred overnight, Then 36 ml of a 2N aqueous solution of sulfuric acid was added to the solution under iced-cooling, the mixture was poured into iced water and extracted with ethyl acetate. The ethyl acetate layer was was... Reaction SMILES: [Cl:1][C:2]1[CH:23]=[CH:22][C:5]([C:6]([C:8]2[N:12]([CH3:13])[N:11]=[C:10]([C:14]3[C:19]([F:20])=[CH:18][CH:17]=[CH:16][C:15]=3[Cl:21])[N:9]=2)=[O:7])=[CH:4][CH:3]=1.[CH3:24][Mg]Br.S(=O)(=O)(O)O.O>C(OCC)C>[Cl:1][C:2]1[CH:3]=[CH:4][C:5]([C:6]([C:8]2[N:12]([CH3:13])[N:11]=[C:10]([C:14]3[C:19]([F:20])=[CH:18][CH:17]=[CH:16][C:15]=3[Cl:21])[N:9]=2)([OH:7])[CH3:24])=[CH:22][CH:23]=1.